describe an organic reaction: reactants, conditions, products, and yield From a dataset of the Open Reaction Database (ORD), a public repository of structured organic reaction records. Reactants: Amide, FC(C=1C=C(CN)C=CC1)(F)F (3-(trifluoromethyl)benzylamine), ester, COC(=O)C=1C(=CC=C(C1)C=1SC=C(N1)C1=CC(=C(C=C1)Cl)Cl)C1=CC=C(C=C1)C(=O)O (4-[4-(3,4-dichloro-phenyl)-thiazol-2-yl]-biphenyl-2,4′-dicarboxylic acid 2-methyl ester), COC(=O)C=1C(=CC=C(C1)C=1SC=C(N1)C1=CC(=C(C=C1)Cl)Cl)C1=CC=C(C=C1)C(=O)O (4-[4-(3,4-dichloro-phenyl)-thiazol-2-yl]-biphenyl-2,4′-dicarboxylic acid 2-methyl ester). Product: ClC=1C=C(C=CC1Cl)C=1N=C(SC1)C=1C=C(C(=CC1)C1=CC=C(C=C1)C(NCC1=CC(=CC=C1)C(F)(F)F)=O)C(=O)O (4-[4-(3,4-dichloro-phenyl)-thiazol-2-yl]-4′-(3-trifluoromethyl-benzylcarbamoyl)-biphenyl-2-carboxylic acid). Yield: 40.2%. As a reaction SMILES: C[O:2][C:3]([C:5]1[C:6]([C:24]2[CH:29]=[CH:28][C:27]([C:30](O)=[O:31])=[CH:26][CH:25]=2)=[CH:7][CH:8]=[C:9]([C:11]2[S:12][CH:13]=[C:14]([C:16]3[CH:21]=[CH:20][C:19]([Cl:22])=[C:18]([Cl:23])[CH:17]=3)[N:15]=2)[CH:10]=1)=[O:4].[F:33][C:34]([F:44])([F:43])[C:35]1[CH:36]=[C:37]([CH:40]=[CH:41][CH:42]=1)[CH2:38][NH2:39]>>[Cl:23][C:18]1[CH:17]=[C:16]([C:14]2[N:15]=[C:11]([C:9]3[CH:10]=[C:5]([C:3]([OH:2])=[O:4])[C:6]([C:24]4[CH:29]=[CH:28][C:27]([C:30](=[O:31])[NH:39][CH2:38][C:37]5[CH:40]=[CH:41][CH:42]=[C:35]([C:34]([F:33])([F:43])[F:44])[CH:36]=5)=[CH:26][CH:25]=4)=[CH:7][CH:8]=3)[S:12][CH:13]=2)[CH:21]=[CH:20][C:19]=1[Cl:22]. Procedure details: Using the conditions of General Procedure E for Amide Coupling in Parallel Mode, 4-[4-(3,4-dichloro-phenyl)-thiazol-2-yl]-biphenyl-2,4′-dicarboxylic acid 2-methyl ester (which may be prepared as described for Intermediate 8; 100 mg, 0.21 mmol) was reacted with 3-(trifluoromethyl)benzylamine (available from Aldrich Chemical Company, Inc.; 108 mg, 0.62 mmol). The resulting ester was hydrolyzed and the acid was purified using HPLC Purification Conditions B to give 4-[4-(3,4-dichloro-phenyl)-thiazol... Reactants: C(=O)(O)CNC(=O)NCC1=C(C=C(C(=O)N2CCCCC3=C2C=CC=C3)C=C1)C (1-(4-[N-(Carboxymethylcarbamoyl)aminomethyl]-3-methylbenzoyl)-2,3,4,5-tetrahydro-1H-1-benzazepine), OC1=CC=CC=2NN=NC21 (hydroxybenzotriazole), N (Ammonia). Run in ClCCl (dichloromethane). Run at time 10 minute. Product: NC(CNC(=O)NCC1=C(C=C(C(=O)N2CCCCC3=C2C=CC=C3)C=C1)C)=O (1-(4-[N-(2-Amino-2-oxoethylcarbamoyl)aminomethyl]-3-methylbenzoyl)-2,3,4,5-tetrahydro-1H-1-benzazepine). Reaction SMILES: [C:1]([CH2:4][NH:5][C:6]([NH:8][CH2:9][C:10]1[CH:28]=[CH:27][C:13]([C:14]([N:16]2[C:22]3[CH:23]=[CH:24][CH:25]=[CH:26][C:21]=3[CH2:20][CH2:19][CH2:18][CH2:17]2)=[O:15])=[CH:12][C:11]=1[CH3:29])=[O:7])(O)=[O:2].OC1C2N=N[NH:36]C=2C=CC=1.N>ClCCl>[NH2:36][C:1](=[O:2])[CH2:4][NH:5][C:6]([NH:8][CH2:9][C:10]1[CH:28]=[CH:27][C:13]([C:14]([N:16]2[C:22]3[CH:23]=[CH:24][CH:25]=[CH:26][C:21]=3[CH2:20][CH2:19][CH2:18][CH2:17]2)=[O:15])=[CH:12][C:11]=1[CH3:29])=[O:7]. Reported procedure: To a solution of the carboxylic acid from Example 6 (0.10 g, 0.25 mmol) in dichloromethane (20 ml) were added hydroxybenzotriazole (34 mg, 0.25 mmol) and WSCDI (51 mg, 0.25 mmol). The mixture was stirred at room temperature for 10 min. Ammonia 880 (0.5 ml) was then added and stirring continued for a further 16 h. The mixture was concentrated in vacuo and the residue purified by flash chromatography on silica (eluant ethyl acetate) to give a white solid; yield 0.008 g (8%). RXN SMILES: C[O:2][C:3](=[O:37])[C@@H:4]([NH:17][C:18]([C:20]1[S:24][C:23]([NH:25][C:26](=[O:35])[CH2:27][C:28]2[CH:33]=[CH:32][CH:31]=[C:30]([OH:34])[CH:29]=2)=[N:22][C:21]=1[CH3:36])=[O:19])[CH2:5][NH:6][C:7](=[O:16])[C:8]1[CH:13]=[C:12]([F:14])[CH:11]=[C:10]([F:15])[CH:9]=1.O.[OH-].[Li+].Cl>C1COCC1.O>[F:15][C:10]1[CH:9]=[C:8]([CH:13]=[C:12]([F:14])[CH:11]=1)[C:7]([NH:6][CH2:5][C@H:4]([NH:17][C:18]([C:20]1[S:24][C:23]([NH:25][C:26](=[O:35])[CH2:27][C:28]2[CH:33]=[CH:32][CH:31]=[C:30]([OH:34])[CH:29]=2)=[N:22][C:21]=1[CH3:36])=[O:19])[C:3]([OH:37])=[O:2])=[O:16] |f:1.2.3|. Isolated yield 59.0%. The solvent is C1CCOC1 (THF), O (water). Procedure details: To a mixture of (S)-3-(3,5-Difluoro-benzoylamino)-2-({2-[2-(3-hydroxy-phenyl)-acetylamino]-4-methyl-thiazole-5-carbonyl}-amino)-propionic acid methyl ester (89.9 mg, 0.169 mmol) in THF (4 mL) and water (2 mL) was added lithium hydroxide monohydrate (80 mg, 1.91 mmol) The reaction was stirred at 25° C. for 1.5 h. The reaction mixture was acidified with concentrated HCl and concentrated under reduced pressure. The resulting crude compound was purified by HPLC to give (S)-3-(3,5-Difluoro-benzoylami... Reaction conditions: temperature 25 celsius, time 1.5 hour. Yields the product FC=1C=C(C(=O)NC[C@@H](C(=O)O)NC(=O)C2=C(N=C(S2)NC(CC2=CC(=CC=C2)O)=O)C)C=C(C1)F ((S)-3-(3,5-Difluoro-benzoylamino)-2-({2-[2-(3-hydroxy-phenyl)-acetylamino]-4-methyl-thiazole-5-carbonyl}-amino)-propionic acid). The reactants are COC([C@H](CNC(C1=CC(=CC(=C1)F)F)=O)NC(=O)C1=C(N=C(S1)NC(CC1=CC(=CC=C1)O)=O)C)=O ((S)-3-(3,5-Difluoro-benzoylamino)-2-({2-[2-(3-hydroxy-phenyl)-acetylamino]-4-methyl-thiazole-5-carbonyl}-amino)-propionic acid methyl ester), Cl (HCl), O.[OH-].[Li+] (lithium hydroxide monohydrate). The reactants are COC(=O)COc1ccc(SCC=C(c2cccc(C(F)(F)F)c2)c2cccc(C(F)(F)F)c2)cc1C, CCO, Cl, [Na+], [OH-]. Yields the product Cc1cc(SCC=C(c2cccc(C(F)(F)F)c2)c2cccc(C(F)(F)F)c2)ccc1OCC(=O)O. RXN SMILES: [CH3:1][O:2][C:3]([CH2:4][O:5][c:6]1[c:7]([CH3:36])[cH:8][c:9]([S:12][CH2:13][CH:14]=[C:15]([c:16]2[cH:17][c:18]([C:22]([F:23])([F:24])[F:25])[cH:19][cH:20][cH:21]2)[c:26]2[cH:27][c:28]([C:32]([F:33])([F:34])[F:35])[cH:29][cH:30][cH:31]2)[cH:10][cH:11]1)=[O:37].[CH3:41][CH2:42][OH:43].[ClH:40].[Na+:39].[OH-:38]>>[O:2]=[C:3]([CH2:4][O:5][c:6]1[c:7]([CH3:36])[cH:8][c:9]([S:12][CH2:13][CH:14]=[C:15]([c:16]2[cH:17][c:18]([C:22]([F:23])([F:24])[F:25])[cH:19][cH:20][cH:21]2)[c:26]2[cH:27][c:28]([C:32]([F:33])([F:34])[F:35])[cH:29][cH:30][cH:31]2)[cH:10][cH:11]1)[OH:37]. Reactants: CO, ClC(Cl)Cl, O=C1c2ccccc2C(=O)N1c1c(F)c(Cl)nc(F)c1Cl, N. Product: Nc1c(F)c(Cl)nc(F)c1Cl. As a reaction SMILES: [CH3:27][OH:28].[CH:1]([Cl:2])([Cl:3])[Cl:4].[Cl:5][c:6]1[n:7][c:8]([F:25])[c:9]([Cl:24])[c:10]([N:13]2[C:14](=[O:15])[c:16]3[cH:17][cH:18][cH:19][cH:20][c:21]3[C:22]2=[O:23])[c:11]1[F:12].[NH3:26]>>[Cl:5][c:6]1[n:7][c:8]([F:25])[c:9]([Cl:24])[c:10]([NH2:13])[c:11]1[F:12]. The solvent is C(C)#N (acetonitrile). Yields the product N=1N(N=NC1)CC(CCl)O (3-(2-H-tetrazol-2-yl)-2-hydroxy-1-chloropropane). The reactants are N1N=NN=C1 (tetrazole), C(C)(C)N(CC)C(C)C (diisopropylethylamine), C(Cl)C1CO1 (epichlorohydrine). As a reaction SMILES: [NH:1]1[CH:5]=[N:4][N:3]=[N:2]1.C(N(C(C)C)CC)(C)C.[CH2:15]([CH:17]1[O:19][CH2:18]1)[Cl:16]>C(#N)C>[N:1]1[N:2]([CH2:18][CH:17]([OH:19])[CH2:15][Cl:16])[N:3]=[N:4][CH:5]=1. Procedure: 6.905 g of tetrazole (100 mmol) and 1.75 ml of diisopropylethylamine (10 mmol) and 11.73 ml of epichlorohydrine (150 mmol) in anhydrous acetonitrile (30 ml) was stirred at 60° C. for 4 hours. The obtained solution was evaporated, dried on highvac and purified on a column of silica in chloroform-methanol 100:8. The first fraction provided pure 3-(2-H-tetrazol-2-yl)-2-hydroxy-1-chloropropane, 6.215 g (colorless oil, 38% Y), the second fraction yielded 9.208 g of pure 3-(1-H-tetrazol-1-yl)]-2-hydro...